Dataset: the Open Reaction Database (ORD), a public repository of structured organic reaction records. Task: describe an organic reaction: reactants, conditions, products, and yield Reactants: [Li+].CC(C)[N-]C(C)C (LDA), C1=CC=C(C=C1)N(S(=O)(=O)C(F)(F)F)S(=O)(=O)C(F)(F)F (N-phenyltrifluoromethanesulfonimide), FC(C1=C(C=CC=C1)B(O)O)(F)F (2-(trifluoromethyl)phenylboronic acid), FC(S(=O)(=O)OC1=CC(NCC1)C(=O)OC(C)(C)C)(F)F (tert-butyl 4-[(trifluoromethyl)sulfonyloxy]-1,2,5,6-tetrahydropyridinecarboxylate), C(C)(C)(C)OC(=O)N1CCC(CC1)=O (tert-butyl-4-oxopiperidine-1-carboxylate), C(=O)([O-])[O-].[Na+].[Na+] (Na2CO3). The reagents and catalysts are C=1C=CC(=CC1)[P](C=2C=CC=CC2)(C=3C=CC=CC3)[Pd]([P](C=4C=CC=CC4)(C=5C=CC=CC5)C=6C=CC=CC6)([P](C=7C=CC=CC7)(C=8C=CC=CC8)C=9C=CC=CC9)[P](C=1C=CC=CC1)(C=1C=CC=CC1)C=1C=CC=CC1 (tetrakis(triphenylphosphine)palladium). The solvent is COCCOC (DME), O (water). Yields the product FC(C1=C(C=CC=C1)C1=CC(NCC1)C(=O)OC(C)(C)C)(F)F (tert-Butyl 4-[2-(trifluoromethyl)phenyl]-1,2,5,6-tetrahydropyridinecarboxylate). As a reaction SMILES: [F:1][C:2]([F:13])([F:12])[C:3]1[CH:8]=[CH:7][CH:6]=[CH:5][C:4]=1B(O)O.FC(F)(F)S(O[C:20]1[CH2:25][CH2:24][NH:23][CH:22]([C:26]([O:28][C:29]([CH3:32])([CH3:31])[CH3:30])=[O:27])[CH:21]=1)(=O)=O.C(OC(N1CCC(=O)CC1)=O)(C)(C)C.[Li+].CC([N-]C(C)C)C.C1C=CC(N(S(C(F)(F)F)(=O)=O)S(C(F)(F)F)(=O)=O)=CC=1.C([O-])([O-])=O.[Na+].[Na+]>O.COCCOC.C1C=CC([P]([Pd]([P](C2C=CC=CC=2)(C2C=CC=CC=2)C2C=CC=CC=2)([P](C2C=CC=CC=2)(C2C=CC=CC=2)C2C=CC=CC=2)[P](C2C=CC=CC=2)(C2C=CC=CC=2)C2C=CC=CC=2)(C2C=CC=CC=2)C2C=CC=CC=2)=CC=1>[F:1][C:2]([F:13])([F:12])[C:3]1[CH:8]=[CH:7][CH:6]=[CH:5][C:4]=1[C:20]1[CH2:25][CH2:24][NH:23][CH:22]([C:26]([O:28][C:29]([CH3:32])([CH3:31])[CH3:30])=[O:27])[CH:21]=1 |f:3.4,6.7.8,^1:94,96,115,134|. Reported procedure: The title compound was prepared according to the procedure described in Preparation A using 2-(trifluoromethyl)phenylboronic acid (Aldrich) (1.89 g, 10 mmol), tert-butyl 4-[(trifluoromethyl)sulfonyloxy]-1,2,5,6-tetrahydropyridinecarboxylate [prepared by the method of Wustrow, D. J. and Wise, L. D., Synthesis, 1991, 993-995, from tert-butyl-4-oxopiperidine-1-carboxylate (Aldrich), LDA (Aldrich) and N-phenyltrifluoromethanesulfonimide (Aldrich)] (3.64 g, 11 mmol), tetrakis(triphenylphosphine)palla... The reactants are 66, [OH-].[Na+] (sodium hydroxide), 219, C(C)(C)(CC(C)(C)C)S (tert-octylmercaptan), C(Cl)C1CO1 (epichlorohydrin). The reagents and catalysts are [Cl-].C(CCC)[N+](CCCC)(CCCC)CCCC (tetrabutylammonium chloride). Solvent: O (water). Product: C(C)(C)(CC(C)(C)C)SCC1CO1 (tert-octylglycidyl thioether). Reaction SMILES: [OH-].[Na+].[C:3]([SH:11])([CH2:6][C:7]([CH3:10])([CH3:9])[CH3:8])([CH3:5])[CH3:4].[CH2:12]([CH:14]1[O:16][CH2:15]1)Cl>[Cl-].C([N+](CCCC)(CCCC)CCCC)CCC.O>[C:3]([S:11][CH2:12][CH:14]1[O:16][CH2:15]1)([CH2:6][C:7]([CH3:10])([CH3:9])[CH3:8])([CH3:5])[CH3:4] |f:0.1,4.5|. Procedure: A solution of 66 parts by weight of sodium hydroxide, 300 parts by weight of water and 8 parts by weight of tetrabutylammonium chloride is added dropwise at 15° to 20° C. in the course of 70 minutes, with stirring and partial cooling (especially at the commencement of the addition), to a mixture of 219 parts by weight of tert-octylmercaptan and 135 parts by weight of epichlorohydrin. The reaction mixture is further stirred for 1 hour at 50° C.; the aqueous phase is then separated, and the organi... The reactants are O=C1CCC(=O)N1Br, Cc1ccc(-c2ccccc2-c2nnnn2-c2ccc([N+](=O)[O-])cc2)cc1, CC(Cl)(Cl)Cl, CC(C)(C#N)N=NC(C)(C)C#N. Product: O=[N+]([O-])c1ccc(-n2nnnc2-c2ccccc2-c2ccc(CBr)cc2)cc1. Reaction SMILES: [Br:28][N:29]1[C:30](=[O:31])[CH2:32][CH2:33][C:34]1=[O:35].[CH3:1][c:2]1[cH:3][cH:4][c:5](-[c:8]2[c:9](-[c:14]3[n:15][n:16][n:17][n:18]3-[c:19]3[cH:20][cH:21][c:22]([N+:25](=[O:26])[O-:27])[cH:23][cH:24]3)[cH:10][cH:11][cH:12][cH:13]2)[cH:6][cH:7]1.[CH3:48][C:49]([Cl:50])([Cl:51])[Cl:52].[N:36]([C:37]([CH3:38])([CH3:39])[C:40]#[N:41])=[N:42][C:43]([CH3:44])([CH3:45])[C:46]#[N:47]>>[CH2:1]([c:2]1[cH:3][cH:4][c:5](-[c:8]2[c:9](-[c:14]3[n:15][n:16][n:17][n:18]3-[c:19]3[cH:20][cH:21][c:22]([N+:25](=[O:26])[O-:27])[cH:23][cH:24]3)[cH:10][cH:11][cH:12][cH:13]2)[cH:6][cH:7]1)[Br:28]. Reactants: Intermediate ( 79 ), [Li]CCCC (n-BuLi), solution, C1CCOC1 (THF), N(=NC(=O)OC(C)(C)C)C(=O)OC(C)(C)C (Di-t-butyl diazene-1,2-dicarboxylate), ClC(C=O)C=O (2-chloromalonaldehyde), C1CCOC1 (THF), Cl (HCl), C(=O)(O)[O-].[Na+] (NaHCO3). Run in hexanes, O1CCOCC1 (dioxane). Conditions: temperature -78 celsius, time 30 minute. The product is ClC=1C=NN(C1)C1=C(C=C(C=C1C)OC)C (4-chloro-1-(4-methoxy-2,6-dimethylphenyl)-1H-pyrazole). Reaction SMILES: [Li]C[CH2:3][CH2:4][CH3:5].[N:6]([C:15](OC(C)(C)C)=O)=[N:7][C:8](OC(C)(C)C)=O.[Cl:22][CH:23](C=O)[CH:24]=O.Cl.[C:29]([O-])(O)=O.[Na+].[CH2:34]1[CH2:38][O:37][CH2:36][CH2:35]1>O1CCOCC1>[Cl:22][C:23]1[CH:15]=[N:6][N:7]([C:8]2[C:35]([CH3:29])=[CH:34][C:38]([O:37][CH3:36])=[CH:5][C:4]=2[CH3:3])[CH:24]=1 |f:4.5|. Reported procedure: To a −78° C. solution of Intermediate (79) (500 mg, 2.34 mmol) in THF (10 mL) was added n-BuLi (0.98 mL of a 2.5M solution in hexanes, 2.45 mmol). The reaction mixture was stirred for 30 min at −78° C. Di-t-butyl diazene-1,2-dicarboxylate (565 mg, 2.45 mmol) was added in one portion. The reaction mixture was allowed to warm to room temperature and stirred for 30 min. A solution of 2-chloromalonaldehyde (260 mg, 2.45 mmol) in THF (2.0 mL) was added dropwise at 0° C. 4M HCl in dioxane (10 mL) was ... Reactants: ClC=1C2=C(N=CN1)NC(=C2)C2=CC(=CC=C2)[N+](=O)[O-] (4-chloro-6-(3-nitrophenyl)-7H-pyrrolo[2,3-d]pyrimidine), (R)-phenylethylamine. The solvent is C(CCC)O (n-butanol). The product is [N+](=O)([O-])C=1C=C(C=CC1)C1=CC2=C(N=CN=C2N[C@H](C)C2=CC=CC=C2)N1 ((R)-6-(3-nitrophenyl)-4-[(1-phenylethyl)amino]-7H-pyrrolo-[2,3-d]pyrimidine), rust. As a reaction SMILES: Cl[C:2]1[C:3]2[CH:10]=[C:9]([C:11]3[CH:16]=[CH:15][CH:14]=[C:13]([N+:17]([O-:19])=[O:18])[CH:12]=3)[NH:8][C:4]=2[N:5]=[CH:6][N:7]=1>C(O)CCC>[N+:17]([C:13]1[CH:12]=[C:11]([C:9]2[NH:8][C:4]3[N:5]=[CH:6][N:7]=[C:2]([NH:8][C@@H:9]([C:11]4[CH:16]=[CH:15][CH:14]=[CH:13][CH:12]=4)[CH3:10])[C:3]=3[CH:10]=2)[CH:16]=[CH:15][CH:14]=1)([O-:19])=[O:18]. Procedure: Analogously to the method described in stage 19.4, boiling 20.0 g (700 mmol) of 4-chloro-6-(3-nitrophenyl)-7H-pyrrolo[2,3-d]pyrimidine (prepared analogously to stages 19.1 to 19.3) with 23.1 ml (168 mmol) of (R)-phenylethylamine in 23.1 ml of n-butanol gives (R)-6-(3-nitrophenyl)-4-[(1-phenylethyl)amino]-7H-pyrrolo-[2,3-d]pyrimidine as rust-brown crystals of m.p.>250° C.; MS: M+=359. Reactants: C1(CCCCC1)=O (cyclohexanone), Mg, BrC=1SC2=C(C1)C=CC(=C2)OC (2-Bromo-6-methoxybenzothiophene), O (water). Solvent: CCOCC (Et2O), CCOCC (Et2O), CCOCC (Et2O). The product is OC1(CCCCC1)C=1SC2=C(C1)C=CC(=C2)OC (2-(1-hydroxycyclohexyl)-6-methoxybenzothiophene). Isolated yield 41.7%. RXN SMILES: Br[C:2]1[S:3][C:4]2[CH:10]=[C:9]([O:11][CH3:12])[CH:8]=[CH:7][C:5]=2[CH:6]=1.[C:13]1(=[O:19])[CH2:18][CH2:17][CH2:16][CH2:15][CH2:14]1.O>CCOCC>[OH:19][C:13]1([C:2]2[S:3][C:4]3[CH:10]=[C:9]([O:11][CH3:12])[CH:8]=[CH:7][C:5]=3[CH:6]=2)[CH2:18][CH2:17][CH2:16][CH2:15][CH2:14]1. Procedure: To Mg (0.22 g, 9.05 mmol) under argon in Et2O (20 ml) was added dropwise a solution of bromide (4) (2.00 g, 8.23 mmol) in Et2O (20 ml). The mixture was refluxed for 2 h, a solution of cyclohexanone (1.00 ml, 9.87 mmol) in Et2O (5 ml) was added and the mixture was refluxed for 2 h. It was poured into iced water. The solution was extracted with ethyl acetate, dried over Na2SO4, filtered, and concentrated under vacuum to give 8.00 g as an oil. Triturating from diisopropyl ether afforded 2-(1-hydrox... The reactants are NC1=CC=C(C=C1)C(C(F)(F)F)(C(F)(F)F)O (2-(4-amino-phenyl)-1,1,1,3,3,3-hexafluoro-propan-2-ol), CC(C)OC(=O)/N=N/C(=O)OC(C)C (DIAD), C1=CC=C(C=C1)P(C2=CC=CC=C2)C3=CC=CC=C3 (PPh3), CO (MeOH). The solvent is C1CCOC1 (THF). Product: FC(C(C(F)(F)F)(OC)C1=CC=C(C=C1)N)(F)F (4-(2,2,2-Trifluoro-1-methoxy-1-trifluoromethyl-ethyl)-phenylamine). RXN SMILES: [NH2:1][C:2]1[CH:7]=[CH:6][C:5]([C:8]([OH:17])([C:13]([F:16])([F:15])[F:14])[C:9]([F:12])([F:11])[F:10])=[CH:4][CH:3]=1.[CH3:18]C(OC(/N=N/C(OC(C)C)=O)=O)C.C1C=CC(P(C2C=CC=CC=2)C2C=CC=CC=2)=CC=1.CO>C1COCC1>[F:16][C:13]([F:14])([F:15])[C:8]([C:5]1[CH:4]=[CH:3][C:2]([NH2:1])=[CH:7][CH:6]=1)([O:17][CH3:18])[C:9]([F:10])([F:11])[F:12]. Reported procedure: A mixture of 2-(4-amino-phenyl)-1,1,1,3,3,3-hexafluoro-propan-2-ol (1 eq.), DIAD (1.96 eq.), PPh3 (polymer-bound, 2.36 eq) and MeOH (1.1 eq) in THF (100 mL) was stirred at reflux for 16 h. After filtration and concentration, the crude was purified by flash chromatography (20% EtOAc/CH2Cl2) to give the title compound as a white solid. MS (ES+): 274 (M+H)+. Calc'd for C10H9F6NO—273.06.